This data is from the Open Reaction Database (ORD), a public repository of structured organic reaction records. The task is: describe an organic reaction: reactants, conditions, products, and yield The reactants are C(C)(C)(C)OC(=O)N1C=C(C2=CC=CC(=C12)CC=C(C)C)C=1OC(=CC(C1O[Si](C)(C)C(C)(C)C)=O)C(O[SiH2]C(C)(C)C)(C)C (3-[3-(tert-Butyl-dimethyl-silanyloxy)-6-(tert-butyl-dimethyl-silanyloxymethyl)-4-oxo-pyran-2-yl]-7-(3-methyl-but-2-enyl)-indole-1-carboxylic acid tert-butyl ester), [OH-].[K+] (KOH), COC1=CC=C(CCl)C=C1 (p-methoxybenzyl chloride), CCCC[N+](CCCC)(CCCC)CCCC.[F-] (TBAF). Run in C1CCOC1 (THF), CCOC(=O)C (EtOAc), CO (MeOH). Run at time 8 hour. The product is C(C)(C)(C)OC(=O)N1C=C(C2=CC=CC(=C12)CC=C(C)C)C=1OC(=CC(C1OCC1=CC=C(C=C1)OC)=O)CO (3-[6-Hydroxymethyl-3-(4-methoxy-benzyloxy)-4-oxo-pyran-2-yl]-7-(3-methyl-but-2-enyl)-indole-1-carboxylic acid tert-butyl ester), oil. Isolated yield 43.0%. RXN SMILES: [C:1]([O:5][C:6]([N:8]1[C:16]2[C:11](=[CH:12][CH:13]=[CH:14][C:15]=2[CH2:17][CH:18]=[C:19]([CH3:21])[CH3:20])[C:10]([C:22]2[O:23][C:24]([C:37](C)(C)[O:38][SiH2]C(C)(C)C)=[CH:25][C:26](=[O:36])[C:27]=2[O:28][Si](C(C)(C)C)(C)C)=[CH:9]1)=[O:7])([CH3:4])([CH3:3])[CH3:2].CCCC[N+](CCCC)(CCCC)CCCC.[F-].[OH-].[K+].[CH3:66][O:67][C:68]1[CH:75]=[CH:74][C:71]([CH2:72]Cl)=[CH:70][CH:69]=1>C1COCC1.CO.CCOC(C)=O>[C:1]([O:5][C:6]([N:8]1[C:16]2[C:11](=[CH:12][CH:13]=[CH:14][C:15]=2[CH2:17][CH:18]=[C:19]([CH3:21])[CH3:20])[C:10]([C:22]2[O:23][C:24]([CH2:37][OH:38])=[CH:25][C:26](=[O:36])[C:27]=2[O:28][CH2:72][C:71]2[CH:74]=[CH:75][C:68]([O:67][CH3:66])=[CH:69][CH:70]=2)=[CH:9]1)=[O:7])([CH3:2])([CH3:3])[CH3:4] |f:1.2,3.4|. Procedure details: Intermediate 204 (191 mg, 0.350 mmol) was dissolved in anhydrous THF (2 mL). TBAF (1 M, 0.7 mL) was added dropwise. The solution was stirred at room temperature overnight. The mixture was extracted with EtOAc. The organic phase was combined and washed with water and brine. The organic layer was dried over Na2SO4 then solvent removed under vacuum. The resulting 3-(3-hydroxy-6-hydroxymethyl-4-oxo-4H-pyran-2-yl)-7-(3-methyl-but-2-enyl)-indole-1-carboxylic acid tert-butyl ester (211) was directly pr... The reactants are BrC1=CN=C2N1C=C(C=C2)CC2=CN=C1N2N=C(C=C1)C=1C=NN(C1)C (3-(3-Bromo-imidazo[1,2-a]pyridin-6-ylmethyl)-6-(1-methyl-1H-pyrazol-4-yl)-imidazo[1,2-b]pyridazine), CN1CCCC1=O (NMP), C(#N)[Cu] (CuCN), CN(C)C=O (DMF). Solvent: O (Water). Run at temperature 200 celsius. The product is CN1N=CC(=C1)C=1C=CC=2N(N1)C(=CN2)CC=2C=CC=1N(C2)C(=CN1)C#N (6-[6-(1-Methyl-1H-pyrazol-4-yl)-imidazo[1,2-b]pyridazin-3-ylmethyl]-imidazo[1,2-a]pyridine-3-carbonitrile). RXN SMILES: Br[C:2]1[N:6]2[CH:7]=[C:8]([CH2:11][C:12]3[N:16]4[N:17]=[C:18]([C:21]5[CH:22]=[N:23][N:24]([CH3:26])[CH:25]=5)[CH:19]=[CH:20][C:15]4=[N:14][CH:13]=3)[CH:9]=[CH:10][C:5]2=[N:4][CH:3]=1.[CH3:27][N:28]1C(=O)CCC1.C([Cu])#N.CN(C=O)C>O>[CH3:26][N:24]1[CH:25]=[C:21]([C:18]2[CH:19]=[CH:20][C:15]3[N:16]([C:12]([CH2:11][C:8]4[CH:9]=[CH:10][C:5]5[N:6]([C:2]([C:27]#[N:28])=[CH:3][N:4]=5)[CH:7]=4)=[CH:13][N:14]=3)[N:17]=2)[CH:22]=[N:23]1. Procedure: 3-(3-Bromo-imidazo[1,2-a]pyridin-6-ylmethyl)-6-(1-methyl-1H-pyrazol-4-yl)-imidazo[1,2-b]pyridazine (Example 296, 55 mg, 0.135 mmol) was introduced in a microwave reactor with NMP (150 μL) and CuCN (15.7 mg, 0.175 mmol). The RM was heated at 200° C. for 10+15 min. The black solid obtained was taken up with DMF. Water was added to the mixture and it was extracted with EtOAc/MeOH (9:1) twice. Combined organic layers was washed with 10% ammonia solution. The organic layer was dried over Na2SO4 filte... The reactants are CN(C)C=O, CC(C)[Mg+], [Cl-], [Cl-], Fc1cc(I)ccc1I, [NH4+], C1CCOC1. The product is O=Cc1ccc(I)cc1F. RXN SMILES: [CH3:15][N:16]([CH:17]=[O:18])[CH3:19].[CH:11]([Mg+:12])([CH3:13])[CH3:14].[Cl-:10].[Cl-:25].[F:1][c:2]1[c:3]([I:9])[cH:4][cH:5][c:6]([I:8])[cH:7]1.[NH4+:26].[O:20]1[CH2:21][CH2:22][CH2:23][CH2:24]1>>[F:1][c:2]1[c:3]([CH:17]=[O:18])[cH:4][cH:5][c:6]([I:8])[cH:7]1.